From a dataset of the Open Reaction Database (ORD), a public repository of structured organic reaction records. describe an organic reaction: reactants, conditions, products, and yield Starting materials: [Cl-].C(=O)N(CCCO)CCC[N+](C)(C)C (3-[N'-formyl-N'-(3-hydroxypropyl)amino]-N,N,N-trimethyl-1-propanaminium chloride), C=O (formalin). The solvent is C(=O)O (formic acid). Yields the product Cl.[Cl-].OCCCN(C)CCC[N+](C)(C)C (3-[N'-(3-hydroxypropyl)-N'-methylamino]-N,N,N-trimethyl-1-propanaminium chloride hydrochloride). Reaction SMILES: [Cl-:1].[CH:2]([N:4]([CH2:9][CH2:10][CH2:11][N+:12]([CH3:15])([CH3:14])[CH3:13])[CH2:5][CH2:6][CH2:7][OH:8])=O.C=O>C(O)=O>[ClH:1].[Cl-:1].[OH:8][CH2:7][CH2:6][CH2:5][N:4]([CH2:9][CH2:10][CH2:11][N+:12]([CH3:15])([CH3:14])[CH3:13])[CH3:2] |f:0.1,4.5.6|. Procedure: A mixture of 2 g. of 3-[N'-formyl-N'-(3-hydroxypropyl)amino]-N,N,N-trimethyl-1-propanaminium chloride 4 g. of 99% formic acid and 2 ml. of formalin is stirred and heated at 100° for seventeen hours. To the cooled mixture is added 11 ml. of concentrated hydrochloric acid and the reaction mixture is concentrated under reduced pressure. The product is taken up in 35 ml. of 1 N hydrochloric acid and the solution is filtered and concentrated to dryness under reduced pressure yielding 3-[N'-(3-hydroxy... Reactants: FC(CNCC=1NC(C2=C(N1)CCOC2)=O)(F)F (2-((2,2,2-trifluoroethylamino)methyl)-7,8-dihydro-3H-pyrano[4,3-d]pyrimidin-4(5H)-one), FC1=CC=C(C(=O)C2CCN(CC2)CC(=O)O)C=C1 (2-(4-(4-fluorobenzoyl)piperidin-1-yl)acetic acid), CC#N.O (CH3CN H2O), C24H27F4N4O4. The solvent is C(=O)O (formic acid). Yields the product FC1=CC=C(C(=O)C2CCN(CC2)CC(=O)N(CC(F)(F)F)CC=2NC(C3=C(N2)CCOC3)=O)C=C1 (2-[4-(4-Fluoro-benzoyl)-piperidin-1-yl]-N-(4-oxo-3,5,7,8-tetrahydro-4H-pyrano[4,3-d]pyrimidin-2-ylmethyl)-N-(2,2,2-trifluoro-ethyl)-acetamide). RXN SMILES: [F:1][C:2]([F:18])([F:17])[CH2:3][NH:4][CH2:5][C:6]1[NH:7][C:8](=[O:16])[C:9]2[CH2:15][O:14][CH2:13][CH2:12][C:10]=2[N:11]=1.[F:19][C:20]1[CH:37]=[CH:36][C:23]([C:24]([CH:26]2[CH2:31][CH2:30][N:29]([CH2:32][C:33](O)=[O:34])[CH2:28][CH2:27]2)=[O:25])=[CH:22][CH:21]=1.CC#N.O>C(O)=O>[F:19][C:20]1[CH:21]=[CH:22][C:23]([C:24]([CH:26]2[CH2:27][CH2:28][N:29]([CH2:32][C:33]([N:4]([CH2:5][C:6]3[NH:7][C:8](=[O:16])[C:9]4[CH2:15][O:14][CH2:13][CH2:12][C:10]=4[N:11]=3)[CH2:3][C:2]([F:1])([F:17])[F:18])=[O:34])[CH2:30][CH2:31]2)=[O:25])=[CH:36][CH:37]=1 |f:2.3|. Reported procedure: Following the general procedure of Example 1, the title compound was prepared (0.015 g) from 2-((2,2,2-trifluoroethylamino)methyl)-7,8-dihydro-3H-pyrano[4,3-d]pyrimidin-4(5H)-one and 2-(4-(4-fluorobenzoyl)piperidin-1-yl)acetic acid. 1H NMR (400 MHz, MeOD) δ ppm 8.04-8.18 (m, 2H), 7.21-7.33 (m, 2H), 4.62-4.70 (m, 2H), 4.36-4.53 (m, 5H), 4.17-4.30 (m, 1H), 3.87-4.00 (m, 2H), 3.66-3.80 (m, 2H), 3.38-3.59 (m, 1H), 3.08-3.26 (m, 2H), 2.54-2.69 (m, 2H), 1.93-2.27 (m, 4H). HRMS calculated for C24H27F4N... The reactants are CC(C)(C)[O-], CS(C)=O, [K+], COc1cc(Cc2cnc(N)nc2N)c2c(c1OC)OC(C)C=C2, O. Yields the product COc1cc(Cc2cnc(N)nc2N)c2c(c1OC)OC(C)=CC2. RXN SMILES: [CH3:25][C:26]([CH3:27])([O-:28])[CH3:29].[CH3:31][S:32](=[O:33])[CH3:34].[K+:30].[NH2:1][c:2]1[n:3][cH:4][c:5]([CH2:9][c:10]2[cH:11][c:12]([O:23][CH3:24])[c:13]([O:21][CH3:22])[c:14]3[c:15]2[CH:16]=[CH:17][CH:18]([CH3:20])[O:19]3)[c:6]([NH2:8])[n:7]1.[OH2:35]>>[NH2:1][c:2]1[n:3][cH:4][c:5]([CH2:9][c:10]2[cH:11][c:12]([O:23][CH3:24])[c:13]([O:21][CH3:22])[c:14]3[c:15]2[CH2:16][CH:17]=[C:18]([CH3:20])[O:19]3)[c:6]([NH2:8])[n:7]1. Reactants: COC(C(=CC(N(CC1=CC=C(C=C1)OC)OC)=O)O)=O (2-Hydroxy-3-[methoxy-(4-methoxybenzyl)-carbamoyl]-acrylic acid methyl ester), C=O (paraformaldehyde), CN (methylamine), ClC=1C=C(CN(C(=O)C=2CN(C(C2O)=O)C)C)C=CC1Cl (4-Hydroxy-1-methyl-5-oxo-2,5-dihydro-1H-pyrrole-3-carboxylic acid (3,4-dichloro-benzyl)-methyl amide). The product is CON(C(=O)C=1CN(C(C1O)=O)C)CC1=CC=C(C=C1)OC (4-Hydroxy-1-methyl-5-oxo-2,5-dihydro-1H-pyrrole-3-carboxylic acid methoxy-(4-methoxy-benzyl)-amide). Isolated yield 58.0%. Reaction SMILES: CO[C:3](=[O:21])[C:4]([OH:20])=[CH:5][C:6](=[O:19])[N:7]([O:17][CH3:18])[CH2:8][C:9]1[CH:14]=[CH:13][C:12]([O:15][CH3:16])=[CH:11][CH:10]=1.C=O.CN.ClC1C=C(C=CC=1Cl)[CH2:30][N:31](C)[C:32](C1CN(C)C(=O)C=1O)=O>>[CH3:18][O:17][N:7]([CH2:8][C:9]1[CH:10]=[CH:11][C:12]([O:15][CH3:16])=[CH:13][CH:14]=1)[C:6]([C:5]1[CH2:30][N:31]([CH3:32])[C:3](=[O:21])[C:4]=1[OH:20])=[O:19]. Reported procedure: 2-Hydroxy-3-[methoxy-(4-methoxybenzyl)-carbamoyl]-acrylic acid methyl ester (Compound 55-D) was treated with paraformaldehyde and methylamine as described in the preparation of Compound 12 to give the title compound as a white solid (58% yield); mp 135–137° C. 1HNMR 400 MHz (CDCl3) δ (ppm): 3.09 (3H, s, NCH3), 3.71 (3H, s, OCH3), 3.80 (3H, s, OCH3), 4.14 (2H, s, NCH2), 4.82 (2H, s, NCH2), 6.88 (2H, m, aromatics), 7.27 (2H, m, aromatics). Anal. calcd for C15H18N2O5: C, 58.81; H, 5.92; N, 9.14. Fo... The reactants are [N+](=O)([O-])C1=NNC(=C1)C(=O)O (3-nitro-1H-pyrazole-5-carboxylic acid), FC=1C=C(N)C=CC1 (3-fluoroaniline), Cl.CN(CCCN=C=NCC)C (1-(3-dimethylamino-propyl)-3-ethylcarbodiimide hydrochloride), OC1=[N+](C=CC=C1)[O-] (2-hydroxy-pyridin-1-oxide). Run in CN(C=O)C (dimethylformamide). The product is FC=1C=C(C=CC1)NC(=O)C1=CC(=NN1)[N+](=O)[O-] (N-(3-fluorophenyl)-3-nitro-1H-pyrazole-5-carboxamide). Yield: 42.0%. RXN SMILES: [N+:1]([C:4]1[CH:8]=[C:7]([C:9]([OH:11])=O)[NH:6][N:5]=1)([O-:3])=[O:2].[F:12][C:13]1[CH:14]=[C:15]([CH:17]=[CH:18][CH:19]=1)[NH2:16].Cl.CN(C)CCCN=C=NCC.OC1C=CC=C[N+]=1[O-]>CN(C)C=O>[F:12][C:13]1[CH:14]=[C:15]([NH:16][C:9]([C:7]2[NH:6][N:5]=[C:4]([N+:1]([O-:3])=[O:2])[CH:8]=2)=[O:11])[CH:17]=[CH:18][CH:19]=1 |f:2.3|. Procedure: 3-nitro-1H-pyrazole-5-carboxylic acid (1 g, 6.36 mmol) in dimethylformamide (10 ml) was reacted with 3-fluoroaniline (673 μl, 7 mmol) in the presence of 1-(3-dimethylamino-propyl)-3-ethylcarbodiimide hydrochloride (1.34 g, 7 mmol) and 2-hydroxy-pyridin-1-oxide (778 mg, 7 mmol) at 40° C. for 1.5 hour. The solvent was evaporated, and the residue purified by chromatography on silica gel. Elution with dichloromethane:methanol (99:1) then (97:3) yielded N-(3-fluorophenyl)-3-nitro-1H-pyrazole-5-carbox... Starting materials: benzylthiolate, C1CCOC1 (THF), C(C1=CC=CC=C1)S (benzyl thiol), C1CCOC1 (THF), [Cl-].[NH4+] (ammonium chloride), C1CCOC1 (THF), O1CCC1 (oxetane), benzylthiolate, O1CCC1 (oxetane), [Li]CCCC (n-BuLi), CpMgCl.star-solid. Reaction conditions: time 3 hour. Yields the product C(C1=CC=CC=C1)SCC1(COC1)C1C=CC=C1 (3-Benzylthiomethyl-3-cyclopentadienyloxetane). RXN SMILES: [CH2:1]([SH:8])[C:2]1[CH:7]=[CH:6][CH:5]=[CH:4][CH:3]=1.[Li][CH2:10][CH2:11][CH2:12][CH3:13].O1[CH2:17][CH2:16][CH2:15]1.[Cl-].[NH4+].C1[CH2:24][O:23][CH2:22]C1>>[CH2:1]([S:8][CH2:13][C:12]1([CH:11]2[CH:10]=[CH:15][CH:16]=[CH:17]2)[CH2:24][O:23][CH2:22]1)[C:2]1[CH:7]=[CH:6][CH:5]=[CH:4][CH:3]=1 |f:3.4|. Reported procedure: The benzylthiolate solution was first prepared in a baked-out 250 ml Schlenk tube fitted with a septum. For this purpose, 2.00 g (16.1 mmol) of benzyl thiol were dissolved in 50 ml of THF and were deprotonated at 0° C. by injecting in 6.7 ml (16.1 mmol) of n-BuLi solution. The solution was then stirred at room temperature for at least half an hour. During this time, 4.37 g (16.89 mmol) of la were dissolved in 50 ml of THF in a further 250 ml Schlenk tube fitted with a septum and the solution was... Reactants: ClC1=C(C=CC(=C1)Cl)C(C)=O (2',4'-dichloroacetophenone), C(=O)[O-].[NH4+] (ammonium formate), C(=O)[O-].[NH4+] (ammonium formate), ClC1=C(C=CC(=C1)Cl)C(C)=O (2',4'-dichloroacetophenone). Solvent: C(=O)O (formic acid), C(=O)O (formic acid). Reaction conditions: time 3 hour. The product is C(=O)NC(C)C1=C(C=C(C=C1)Cl)Cl (N-formyl-1-(2,4-dichlorophenyl)ethylamine). As a reaction SMILES: [CH:1]([O-:3])=O.[NH4+:4].[Cl:5][C:6]1[CH:11]=[C:10]([Cl:12])[CH:9]=[CH:8][C:7]=1[C:13](=O)[CH3:14]>C(O)=O>[CH:1]([NH:4][CH:13]([C:7]1[CH:8]=[CH:9][C:10]([Cl:12])=[CH:11][C:6]=1[Cl:5])[CH3:14])=[O:3] |f:0.1|. Procedure: In the same manner as in Example 4 except that a mixture of formic acid, ammonium formate and 2',4'-dichloroacetophenone was heated with stirring at 160° C. for 6 hours in place of the concurrent addition of 2',4'-dichloroacetophenone and formic acid to ammonium formate for 3 hours and keeping the mass ater the addition stirred for 3 hours, the reaction and post treatment were carried out to obtain 178.6 g of crude N-formyl-1-(2,4-dichlorophenyl)ethylamine; the purity: 70.4%. Starting materials: FC(C1=CC=C(C=C1)C=1SC(=CN1)C1=CC=C(C(=O)OCC)C=C1)(F)F (ethyl 4-[2-(4-trifluoromethylphenyl)-5-thiazolyl]benzoate), Cl (hydrochloric acid), aqueous solution, [OH-].[Na+] (sodium hydroxide), O1CCCC1 (tetrahydrofuran). Solvent: C(C)O (ethanol). The product is FC(C1=CC=C(C=C1)C=1SC(=CN1)C1=CC=C(C(=O)O)C=C1)(F)F (4-[2-(4-trifluoromethylphenyl)-5-thiazolyl]benzoic acid). Isolated yield 45.0%. Reaction SMILES: [F:1][C:2]([F:26])([F:25])[C:3]1[CH:8]=[CH:7][C:6]([C:9]2[S:10][C:11]([C:14]3[CH:24]=[CH:23][C:17]([C:18]([O:20]CC)=[O:19])=[CH:16][CH:15]=3)=[CH:12][N:13]=2)=[CH:5][CH:4]=1.[OH-].[Na+].O1CCCC1.Cl>C(O)C>[F:26][C:2]([F:1])([F:25])[C:3]1[CH:4]=[CH:5][C:6]([C:9]2[S:10][C:11]([C:14]3[CH:24]=[CH:23][C:17]([C:18]([OH:20])=[O:19])=[CH:16][CH:15]=3)=[CH:12][N:13]=2)=[CH:7][CH:8]=1 |f:1.2|. Reported procedure: A mixture of ethyl 4-[2-(4-trifluoromethylphenyl)-5-thiazolyl]benzoate (360 mg), a 1N aqueous solution of sodium hydroxide (3 ml), tetrahydrofuran (5 ml) and ethanol (5 ml) was stirred at 60 to 70° C. for 1 hour. The reaction mixture was poured into 1N hydrochloric acid, and precipitated 4-[2-(4-trifluoromethylphenyl)-5-thiazolyl]benzoic acid (150 mg, yield: 45%) was collected by filtration. The product was recrystallized from acetone-isopropyl ether to obtain pale yellow prisms. Melting point: ... Starting materials: NC1=C(C=O)C=CC=C1OC (2-amino-3-methoxybenzaldehyde), COC1=C(C=CC=C1)CCC#N (3-(2-methoxyphenyl)propionitrile). Yields the product COC=1C=CC=C2C=C(C(=NC12)N)CC1=C(C=CC=C1)OC (8-Methoxy-3-(2-methoxybenzyl)quinolin-2-amine). RXN SMILES: [NH2:1][C:2]1[C:9]([O:10][CH3:11])=[CH:8][CH:7]=[CH:6][C:3]=1[CH:4]=O.[CH3:12][O:13][C:14]1[CH:19]=[CH:18][CH:17]=[CH:16][C:15]=1[CH2:20][CH2:21][C:22]#[N:23]>>[CH3:11][O:10][C:9]1[CH:8]=[CH:7][CH:6]=[C:3]2[C:2]=1[N:1]=[C:22]([NH2:23])[C:21]([CH2:20][C:15]1[CH:16]=[CH:17][CH:18]=[CH:19][C:14]=1[O:13][CH3:12])=[CH:4]2. Procedure: The title compound was synthesized according to EXAMPLE 11 from 2-amino-3-methoxybenzaldehyde and 3-(2-methoxyphenyl)propionitrile.